This data is from the Open Reaction Database (ORD), a public repository of structured organic reaction records. The task is: describe an organic reaction: reactants, conditions, products, and yield Reactants: BrC1=CC=C(C(=N1)OC)N (6-bromo-2-methoxypyridin-3-amine), CN1N=C(C(=C1)B1OC(C(O1)(C)C)(C)C)C (1,3-dimethyl-4-(4,4,5,5-tetramethyl-1,3,2-dioxaborolan-2-yl)-1H-pyrazole), [F-].[Cs+] (cesium fluoride). Reagents/catalysts: C=1C=CC(=CC1)[P](C=2C=CC=CC2)(C=3C=CC=CC3)[Pd]([P](C=4C=CC=CC4)(C=5C=CC=CC5)C=6C=CC=CC6)([P](C=7C=CC=CC7)(C=8C=CC=CC8)C=9C=CC=CC9)[P](C=1C=CC=CC1)(C=1C=CC=CC1)C=1C=CC=CC1 (Tetrakis(triphenylphosphine)palladium). Run in COCCOC.CO (DME MeOH). Run at temperature 150 celsius. Yields the product CN1N=C(C(=C1)C1=CC=C(C(=N1)OC)N)C (6-(1,3-Dimethyl-1H-pyrazol-4-yl)-2-methoxypyridin-3-amine). The yield is 74.4%. Reaction SMILES: Br[C:2]1[N:7]=[C:6]([O:8][CH3:9])[C:5]([NH2:10])=[CH:4][CH:3]=1.[CH3:11][N:12]1[CH:16]=[C:15](B2OC(C)(C)C(C)(C)O2)[C:14]([CH3:26])=[N:13]1.[F-].[Cs+]>COCCOC.CO.C1C=CC([P]([Pd]([P](C2C=CC=CC=2)(C2C=CC=CC=2)C2C=CC=CC=2)([P](C2C=CC=CC=2)(C2C=CC=CC=2)C2C=CC=CC=2)[P](C2C=CC=CC=2)(C2C=CC=CC=2)C2C=CC=CC=2)(C2C=CC=CC=2)C2C=CC=CC=2)=CC=1>[CH3:11][N:12]1[CH:16]=[C:15]([C:2]2[N:7]=[C:6]([O:8][CH3:9])[C:5]([NH2:10])=[CH:4][CH:3]=2)[C:14]([CH3:26])=[N:13]1 |f:2.3,4.5,^1:40,42,61,80|. Procedure: Tetrakis(triphenylphosphine)palladium (0.085 g, 0.074 mmol) was added to a solution of 6-bromo-2-methoxypyridin-3-amine (0.15 g, 0.739 mmol), 1,3-dimethyl-4-(4,4,5,5-tetramethyl-1,3,2-dioxaborolan-2-yl)-1H-pyrazole (0.180 g, 0.813 mmol) and cesium fluoride (0.337 g, 2.216 mmol) in DME/MeOH 2/1 (4.6 mL). The reaction mixture was heated under microwave irradiation at 150° C. for 10 minutes. The reaction was concentrated in vacuo. The residue was purified via Biotage silica gel column chromatograph... Starting materials: Cc1ccc(Br)c(C(=O)Nc2ccn(C)n2)n1, Nc1cnccn1. The product is Cc1ccc(Nc2cnccn2)c(C(=O)Nc2ccn(C)n2)n1. Reaction SMILES: [CH3:1][n:2]1[n:3][c:4]([NH:7][C:8](=[O:9])[c:10]2[n:11][c:12]([CH3:17])[cH:13][cH:14][c:15]2[Br:16])[cH:5][cH:6]1.[NH2:18][c:19]1[n:20][cH:21][cH:22][n:23][cH:24]1>>[CH3:1][n:2]1[n:3][c:4]([NH:7][C:8](=[O:9])[c:10]2[n:11][c:12]([CH3:17])[cH:13][cH:14][c:15]2[NH:18][c:19]2[n:20][cH:21][cH:22][n:23][cH:24]2)[cH:5][cH:6]1.